From a dataset of the Open Reaction Database (ORD), a public repository of structured organic reaction records. describe an organic reaction: reactants, conditions, products, and yield Run in CO (methanol). The reactants are NC1=NC(=C(C(=O)OC)C(=C1C=O)C1=CC=C(C=C1)C)C (methyl 6-amino-5-formyl-2-methyl-4-(p-tolyl)nicotinate), C(=O)([O-])[O-].[Cs+].[Cs+] (Cs2CO3), [Si](C)(C)(C)C=[N+]=[N-] (TMS-diazomethane). RXN SMILES: [NH2:1][C:2]1[C:11]([CH:12]=O)=[C:10]([C:14]2[CH:19]=[CH:18][C:17]([CH3:20])=[CH:16][CH:15]=2)[C:5]([C:6]([O:8][CH3:9])=[O:7])=[C:4]([CH3:21])[N:3]=1.[C:22]([O-])([O-])=O.[Cs+].[Cs+].[Si](C=[N+]=[N-])(C)(C)C>CO>[CH3:21][C:4]1[N:3]=[C:2]2[NH:1][CH:22]=[CH:12][C:11]2=[C:10]([C:14]2[CH:19]=[CH:18][C:17]([CH3:20])=[CH:16][CH:15]=2)[C:5]=1[C:6]([O:8][CH3:9])=[O:7] |f:1.2.3|. Reaction conditions: time 1 hour. The product is CC1=C(C(=C2C(=N1)NC=C2)C2=CC=C(C=C2)C)C(=O)OC (methyl 6-methyl-4-(p-tolyl)-1H-pyrrolo[2,3-b]pyridine-5-carboxylate). Reported procedure: A solution of methyl 6-amino-5-formyl-2-methyl-4-(p-tolyl)nicotinate (2.45 g, 8.62 mmol) and Cs2CO3 (5.62 g, 17.23 mmol) in methanol (70 ml) was treated with TMS-diazomethane (2M in hexane) (17.23 ml, 34.5 mmol) dropwise at 60° C. The mixture was stirred at 60° for 1 hour, cooled to rt, quenched with sat NH4Cl, extracted with EtOAc, washed with water, Brine, dried with Na2SO4, filtered, and concentrated to afford methyl 6-methyl-4-(p-tolyl)-1H-pyrrolo[2,3-b]pyridine-5-carboxylate (2.15 g, 7.67 m... The yield is 89.0%.